Dataset: the Open Reaction Database (ORD), a public repository of structured organic reaction records. Task: describe an organic reaction: reactants, conditions, products, and yield Starting materials: [Si](C)(C)(C(C)(C)C)OCC1=CC2=C(C=N1)N=CN2C2=CC(=C(S2)C(=O)N)OC(CC)C2=C(C=CC=C2)Cl (5-[6-({[tert-butyl(dimethyl)silyl]oxy}methyl)-1H-imidazo[4,5-c]pyridin-1-yl]-3-{[-1-(2-chlorophenyl)propyl]oxy}thiophene-2-carboxamide), [F-].C(CCC)[N+](CCCC)(CCCC)CCCC (tetra-n-butylammonium fluoride). Solvent: C1CCOC1 (THF). Reaction conditions: temperature 0 celsius, time 90 minute. The product is ClC1=C(C=CC=C1)C(CC)OC1=C(SC(=C1)N1C=NC=2C=NC(=CC21)CO)C(=O)N (3-{[1-(2-chlorophenyl)propyl]oxy}-5-[6-(hydroxymethyl)-1H-imidazo[4,5-c]pyridin-1-yl]thiophene-2-carboxamide). Reaction SMILES: [Si]([O:8][CH2:9][C:10]1[N:15]=[CH:14][C:13]2[N:16]=[CH:17][N:18]([C:19]3[S:23][C:22]([C:24]([NH2:26])=[O:25])=[C:21]([O:27][CH:28]([C:31]4[CH:36]=[CH:35][CH:34]=[CH:33][C:32]=4[Cl:37])[CH2:29][CH3:30])[CH:20]=3)[C:12]=2[CH:11]=1)(C(C)(C)C)(C)C.[F-].C([N+](CCCC)(CCCC)CCCC)CCC>C1COCC1>[Cl:37][C:32]1[CH:33]=[CH:34][CH:35]=[CH:36][C:31]=1[CH:28]([O:27][C:21]1[CH:20]=[C:19]([N:18]2[C:12]3[CH:11]=[C:10]([CH2:9][OH:8])[N:15]=[CH:14][C:13]=3[N:16]=[CH:17]2)[S:23][C:22]=1[C:24]([NH2:26])=[O:25])[CH2:29][CH3:30] |f:1.2|. Reported procedure: A mixture of 1.92 g of 5-[6-({[tert-butyl(dimethyl)silyl]oxy}methyl)-1H-imidazo[4,5-c]pyridin-1-yl]-3-{[-1-(2-chlorophenyl)propyl]oxy}thiophene-2-carboxamide in 35 ml THF is cooled to 0° C. At 0° C. 1.25 ml tetra-n-butylammonium fluoride (˜75% in H20) are added. The reaction mixture is allowed to warm to room temperature and stirred for 90 minutes. The reactants are ClC1=CC(=CC=2C3C(C(NC12)=S)CCC3)Cl (6,8-dichloro-1,2,3,3a,5,9b-hexahydrocyclopenta[c]quinoline-4-thione), N (ammonia). Yields the product NC1=NC=2C(=CC(=CC2C2C1CCC2)Cl)Cl (4-Amino-6,8-dichloro-2,3,3a,9b-tetrahydro-1H-cyclopenta[c]quinoline). Yield: 74.0%. Reaction SMILES: [Cl:1][C:2]1[C:11]2[NH:10][C:9](=S)[CH:8]3[CH2:13][CH2:14][CH2:15][CH:7]3[C:6]=2[CH:5]=[C:4]([Cl:16])[CH:3]=1.[NH3:17]>>[NH2:17][C:9]1[CH:8]2[CH2:13][CH2:14][CH2:15][CH:7]2[C:6]2[CH:5]=[C:4]([Cl:16])[CH:3]=[C:2]([Cl:1])[C:11]=2[N:10]=1. Procedure: Analogously to Example 4, 6,8-dichloro-1,2,3,3a,5,9b-hexahydrocyclopenta[c]quinoline-4-thione (100 mg, 0.37 mmol) is reacted with 7N methanolic ammonia solution (20 ml) to form 70 mg (74%) of product. Starting materials: solution, [F-].C(CCC)[N+](CCCC)(CCCC)CCCC (tetra-n-butylammonium fluoride), CC(C)O (2-propanol), silyl, Cl.COCCOC=1C=C2C(=NC=NC2=CC1OCCOC)NC1=CC(=CC=C1)C#C[Si](C)(C)C (6,7-bis(2-methoxyethoxy)-N-[3-[(trimethylsilyl)ethynyl]phenyl]-4-quinazolinamine monohydrochloride). Solvent: O1CCCC1 (tetrahydrofuran), O1CCCC1 (tetrahydrofuran). Conditions: time 1 hour. Product: Cl.C(#C)C=1C=C(C=CC1)NC1=NC=NC2=CC(=C(C=C12)OCCOC)OCCOC (N-(3-ethynylphenyl)-6,7-bis(2-methoxyethoxy)-4-quinazolinamine, monohydrochloride). Isolated yield 72.0%. As a reaction SMILES: [ClH:1].[CH3:2][O:3][CH2:4][CH2:5][O:6][C:7]1[CH:8]=[C:9]2[C:14](=[CH:15][C:16]=1[O:17][CH2:18][CH2:19][O:20][CH3:21])[N:13]=[CH:12][N:11]=[C:10]2[NH:22][C:23]1[CH:28]=[CH:27][CH:26]=[C:25]([C:29]#[C:30][Si](C)(C)C)[CH:24]=1.[F-].C([N+](CCCC)(CCCC)CCCC)CCC.CC(O)C>O1CCCC1>[ClH:1].[C:29]([C:25]1[CH:24]=[C:23]([NH:22][C:10]2[C:9]3[C:14](=[CH:15][C:16]([O:17][CH2:18][CH2:19][O:20][CH3:21])=[C:7]([O:6][CH2:5][CH2:4][O:3][CH3:2])[CH:8]=3)[N:13]=[CH:12][N:11]=2)[CH:28]=[CH:27][CH:26]=1)#[CH:30] |f:0.1,2.3,6.7|. Procedure details: A slurry of the silyl compound, 6,7-bis(2-methoxyethoxy)-N-[3-[(trimethylsilyl)ethynyl]phenyl]-4-quinazolinamine monohydrochloride, prepared above (1.22 g, 2.43 mmol) in tetrahydrofuran (6.1 mL) was treated with a 1M solution of tetra-n-butylammonium fluoride in tetrahydrofuran (2.6 mL, 2.55 mmol) and stirred at room temperature for 1 hour. The solution was treated with 2-propanol (12.2 mL) and concentrated by evaporation. The oil in 2-propanol (20 mL) was treated with concentrated hydrochloric ... Starting materials: O=C(n1ccnc1)n1ccnc1, CC(O)(C(=O)O)C(F)(F)F, Nc1ccc(S(=O)(=O)c2ccccc2)cc1[N+](=O)[O-], C1CCOC1. As a reaction SMILES: [C:11]([n:12]1[cH:13][cH:14][n:15][cH:16]1)([n:17]1[cH:18][cH:19][n:20][cH:21]1)=[O:22].[F:1][C:2]([C:3]([C:4](=[O:5])[OH:6])([CH3:7])[OH:8])([F:9])[F:10].[N+:23](=[O:24])([O-:25])[c:26]1[c:27]([NH2:28])[cH:29][cH:30][c:31]([S:33](=[O:34])(=[O:35])[c:36]2[cH:37][cH:38][cH:39][cH:40][cH:41]2)[cH:32]1.[O:42]1[CH2:43][CH2:44][CH2:45][CH2:46]1>>[F:1][C:2]([C:3]([C:4](=[O:5])[NH:28][c:27]1[c:26]([N+:23](=[O:24])[O-:25])[cH:32][c:31]([S:33](=[O:34])(=[O:35])[c:36]2[cH:37][cH:38][cH:39][cH:40][cH:41]2)[cH:30][cH:29]1)([CH3:7])[OH:8])([F:9])[F:10]. Product: CC(O)(C(=O)Nc1ccc(S(=O)(=O)c2ccccc2)cc1[N+](=O)[O-])C(F)(F)F. Reactants: C1CCC(CC1)N=C=NC2CCCCC2 (DCC), F[C@H]1C[C@@H](O[C@@H]1CO)N1C=NC=2C(=O)NC(N)=NC12 (2′,3′-dideoxy-3′-fluoroguanosine), C(=O)(OCC1C2=CC=CC=C2C2=CC=CC=C12)N[C@@H](C(C)C)C(=O)OC(C(=O)O)CCCCCCCCCCCCCCCC (2-(N-FMOC-L-valyloxy)stearic acid), C=1C=CC2=C(C1)N=NN2O (HOBT). The solvent is CN(C)C=O (DMF). As a reaction SMILES: [F:1][C@@H:2]1[C@@H:6]([CH2:7][OH:8])[O:5][C@@H:4]([N:9]2[C:19]3[N:18]=[C:16]([NH2:17])[NH:15][C:13](=[O:14])[C:12]=3[N:11]=[CH:10]2)[CH2:3]1.[C:20]([NH:37][C@H:38]([C:42]([O:44][CH:45]([CH2:49][CH2:50][CH2:51][CH2:52][CH2:53][CH2:54][CH2:55][CH2:56][CH2:57][CH2:58][CH2:59][CH2:60][CH2:61][CH2:62][CH2:63][CH3:64])[C:46](O)=[O:47])=[O:43])[CH:39]([CH3:41])[CH3:40])([O:22][CH2:23][CH:24]1[C:36]2[C:31](=[CH:32][CH:33]=[CH:34][CH:35]=2)[C:30]2[C:25]1=[CH:26][CH:27]=[CH:28][CH:29]=2)=[O:21].C1C=CC2N(O)N=NC=2C=1.C1CCC(N=C=NC2CCCCC2)CC1>CN(C1C=CN=CC=1)C.CN(C=O)C>[F:1][C@@H:2]1[C@@H:6]([CH2:7][O:8][C:46](=[O:47])[CH:45]([O:44][C:42](=[O:43])[C@H:38]([CH:39]([CH3:40])[CH3:41])[NH:37][C:20]([O:22][CH2:23][CH:24]2[C:36]3[C:31](=[CH:32][CH:33]=[CH:34][CH:35]=3)[C:30]3[C:25]2=[CH:26][CH:27]=[CH:28][CH:29]=3)=[O:21])[CH2:49][CH2:50][CH2:51][CH2:52][CH2:53][CH2:54][CH2:55][CH2:56][CH2:57][CH2:58][CH2:59][CH2:60][CH2:61][CH2:62][CH2:63][CH3:64])[O:5][C@@H:4]([N:9]2[C:19]3[N:18]=[C:16]([NH2:17])[NH:15][C:13](=[O:14])[C:12]=3[N:11]=[CH:10]2)[CH2:3]1. Procedure: A mixture of 2′,3′-dideoxy-3′-fluoroguanosine (404 mg, 1.5 mmole), 2-(N-FMOC-L-valyloxy)stearic acid (1.24 g, 2 mmole), DMAP (24 mg, 0.2 mmole) and HOBT (264 mg, 1,95 mmole) was coevaporated two times with DMF and reduced to about 30 ml. DCC (372 mg, 1.8 mmole) was added and the mixture was stirred overnight at room temperature. The mixture was filtered and the solution was evaporated under reduced pressure. Ethyl acetate (50 ml) was added and the organic phase washed twice with 5% acetic acid, ... The product is F[C@H]1C[C@@H](O[C@@H]1COC(C(CCCCCCCCCCCCCCCC)OC([C@@H](NC(=O)OCC1C2=CC=CC=C2C2=CC=CC=C12)C(C)C)=O)=O)N1C=NC=2C(=O)NC(N)=NC12 (2′,3′-Dideoxy-3′-fluoro-5′-O-[2-(N-FMOC-L-valyloxy)stearoyl] guanosine). The reagents and catalysts are CN(C)C=1C=CN=CC1 (DMAP). Reaction conditions: time 8 hour. Starting materials: Cl (Hydrochloric acid), C(C1=CC=CC=C1)OC(=O)N[C@@H](C(C)C)C(=O)O.C1=NC2=C(N1COC(CO)CO)N=C(N=C2O)N (mono-benzyloxycarbonyl-L-valine ganciclovir). Reagents/catalysts: [Pd] (palladium on carbon). Run in C(C)(C)O (iso-propanol). Reaction conditions: temperature 0 celsius. The product is CC(C)[C@@H](C(=O)OCC(CO)OCN1C=NC2=C1NC(=NC2=O)N)N.Cl (valganciclovir hydrochloride). The yield is 80.4%. RXN SMILES: [ClH:1].C(OC([NH:12][C@H:13]([C:17]([OH:19])=[O:18])[CH:14]([CH3:16])[CH3:15])=O)C1C=CC=CC=1.[CH:20]1[N:24]([CH2:25][O:26][CH:27]([CH2:30]O)[CH2:28][OH:29])[C:23]2[N:32]=[C:33]([NH2:37])[N:34]=[C:35]([OH:36])[C:22]=2[N:21]=1>[Pd].C(O)(C)C>[CH3:16][CH:14]([C@H:13]([NH2:12])[C:17]([O:19][CH2:30][CH:27]([O:26][CH2:25][N:24]1[C:23]2[NH:32][C:33]([NH2:37])=[N:34][C:35](=[O:36])[C:22]=2[N:21]=[CH:20]1)[CH2:28][OH:29])=[O:18])[CH3:15].[ClH:1] |f:1.2,5.6|. Procedure: Hydrochloric acid (13 g) and 10% palladium on carbon (5.5 g) was added to a solution of mono-benzyloxycarbonyl-L-valine ganciclovir (50 g) in 23% aqueous iso-propanol (Iso-propanol:water::500 mL:150 mL). The reaction mixture was hydrogenated at about 25° C. to 40° C. under hydrogen pressure of 0.5-1 kg/cm2 for about 1 hour. After completion of the reaction, the reaction mass was filtered and washed with iso-propanol:water mixture (Iso-propanol:water::45 mL:5 mL). Iso-propanol (500 mL) was added ... Starting materials: N([C@@H](CC(C)C)C(=O)O)C(=O)OCC1C2=CC=CC=C2C2=CC=CC=C12 (Fmoc-L-Leu-OH), ON1C(CCC1=O)=O (N-Hydroxysuccinimide). Solvent: CN(C)C=O (DMF), C(Cl)Cl (CH2Cl2). Conditions: temperature 25 celsius, time 14 hour. The product is N([C@@H](CC(C)C)C(=O)ON1C(=O)CCC1=O)C(=O)OCC1C2=CC=CC=C2C2=CC=CC=C12 (Fmoc-Leu-OSu). Reaction SMILES: [NH:1]([C:10]([O:12][CH2:13][CH:14]1[C:26]2[C:21](=[CH:22][CH:23]=[CH:24][CH:25]=2)[C:20]2[C:15]1=[CH:16][CH:17]=[CH:18][CH:19]=2)=[O:11])[C@H:2]([C:7]([OH:9])=[O:8])[CH2:3][CH:4]([CH3:6])[CH3:5].O[N:28]1[C:32](=[O:33])[CH2:31][CH2:30][C:29]1=[O:34]>CN(C=O)C.C(Cl)Cl>[NH:1]([C:10]([O:12][CH2:13][CH:14]1[C:15]2[C:20](=[CH:19][CH:18]=[CH:17][CH:16]=2)[C:21]2[C:26]1=[CH:25][CH:24]=[CH:23][CH:22]=2)=[O:11])[C@H:2]([C:7]([O:9][N:28]1[C:32](=[O:33])[CH2:31][CH2:30][C:29]1=[O:34])=[O:8])[CH2:3][CH:4]([CH3:6])[CH3:5]. Reported procedure: Fmoc-L-Leu-OH (10 g,28.32 mmol) was dissolved in a mixture of DMF (10 ml)-CH2Cl2 (70 ml) and cooled in an ice-bath. N-Hydroxysuccinimide (3.58 g, 31.14 mmol, 1.1 equiv.) and dicyclohexylcarbodiimiide (6.06 g, 31.14 mmol, 1.1 equiv.) were added and the mixture was stirred at 0° C. for 1 hour and 25° C. for 14 hour. The reaction mixture was cooled in an ice-bath, filtered and the precipitate washed with CH2Cl2 (40 ml). The filtrate was evaporated to dryness and the residue dissolved in a mixture o... Starting materials: [H][H] (hydrogen), CS(=O)(=O)O[C@@H]1C[C@H](N(C1)C(=O)OCC1=CC=C(C=C1)[N+](=O)[O-])C(=O)N1C(NCC1)=O ((2S,4R)-4-methanesulfonyloxy-1-(4-nitrobenzyloxycarbonyl)-2-(2-oxoimidazolidin-1-yl)carbonylpyrrolidine), CO (methanol). The reagents and catalysts are [Pd] (palladium on carbon). The solvent is O1CCCC1 (tetrahydrofuran). Yields the product CS(=O)(=O)O[C@@H]1C[C@H](NC1)C(=O)N1C(NCC1)=O ((2S,4R)-4-methanesulfonyloxy-2-(2-oxoimidazolidin-1-yl)carbonylpyrrolidine). Isolated yield 81.9%. RXN SMILES: [CH3:1][S:2]([O:5][C@H:6]1[CH2:10][N:9](C(OCC2C=CC([N+]([O-])=O)=CC=2)=O)[C@H:8]([C:24]([N:26]2[CH2:30][CH2:29][NH:28][C:27]2=[O:31])=[O:25])[CH2:7]1)(=[O:4])=[O:3].CO.[H][H]>[Pd].O1CCCC1>[CH3:1][S:2]([O:5][C@H:6]1[CH2:10][NH:9][C@H:8]([C:24]([N:26]2[CH2:30][CH2:29][NH:28][C:27]2=[O:31])=[O:25])[CH2:7]1)(=[O:4])=[O:3]. Procedure details: A mixture of (2S,4R)-4-methanesulfonyloxy-1-(4-nitrobenzyloxycarbonyl)-2-(2-oxoimidazolidin-1-yl)carbonylpyrrolidine (30 g), 10% palladium on carbon (10 g), methanol (300 ml) and tetrahydrofuran (150 ml) was stirred for 5 hours under atmospheric pressure of hydrogen at ambient temperature. After the catalyst was filtered off, the filtrate was evaporated in vacuo to give a residue. The residue was chromatographed on silica gel (250 g) eluting with a mixture of chloroform and methanol (9:1 V/V). T... The reactants are [Al+3], c1ccc2c(c1)CCCC2, Cc1ccccc1, Cc1ccc(N)cc1, [Ca+2], [Cl-], [Cl-], [Cl-], [Cl-], [Cl-], O. The product is Cc1ccc(Nc2ccc(C)cc2)cc1. Reaction SMILES: [Al+3:13].[CH2:23]1[CH2:24][c:25]2[c:26]([cH:27][cH:28][cH:29][cH:30]2)[CH2:31][CH2:32]1.[CH3:16][c:17]1[cH:18][cH:19][cH:20][cH:21][cH:22]1.[CH3:1][c:2]1[cH:3][cH:4][c:5]([NH2:6])[cH:7][cH:8]1.[Ca+2:11].[Cl-:10].[Cl-:12].[Cl-:14].[Cl-:15].[Cl-:9].[OH2:33]>>[CH3:1][c:2]1[cH:3][cH:4][c:5]([NH:6][c:20]2[cH:19][cH:18][c:17]([CH3:16])[cH:22][cH:21]2)[cH:7][cH:8]1. Reactants: CC(=O)Nc1ccc(Nc2c(NCc3ccco3)cc(C(=O)O)cc2S(N)(=O)=O)cc1, [Na+], [OH-]. Yields the product Nc1ccc(Nc2c(NCc3ccco3)cc(C(=O)O)cc2S(N)(=O)=O)cc1. As a reaction SMILES: [C:1](=[O:2])([CH3:3])[NH:4][c:5]1[cH:6][cH:7][c:8]([NH:11][c:12]2[c:13]([NH:25][CH2:26][c:27]3[cH:28][cH:29][cH:30][o:31]3)[cH:14][c:15]([C:16](=[O:17])[OH:18])[cH:19][c:20]2[S:21]([NH2:22])(=[O:23])=[O:24])[cH:9][cH:10]1.[Na+:33].[OH-:32]>>[NH2:4][c:5]1[cH:6][cH:7][c:8]([NH:11][c:12]2[c:13]([NH:25][CH2:26][c:27]3[cH:28][cH:29][cH:30][o:31]3)[cH:14][c:15]([C:16](=[O:17])[OH:18])[cH:19][c:20]2[S:21]([NH2:22])(=[O:23])=[O:24])[cH:9][cH:10]1.